This data is from the Open Reaction Database (ORD), a public repository of structured organic reaction records. The task is: describe an organic reaction: reactants, conditions, products, and yield Starting materials: O (water), [H-].[Na+] (Sodium hydride), CC1=CC(=NO1)C1=NN=C2N1NC(C1=CN=CC=C21)=O (3-(5-methylisoxazol-3-yl)-1,2,3a,4,7-pentaazacyclopenta[a]naphthalen-5(4H)-one), ClCC=1N=NN(C1)C (4-chloromethyl-1-methyl-1,2,3-triazole). The solvent is CN(C)C=O (DMF). Reaction conditions: temperature 60 celsius. The product is CC1=CC(=NO1)C1=NN=C2N1N=C(C1=CN=CC=C21)OCC=2N=NN(C2)C (3-(5-Methylisoxazol-3-yl)-5-(1-methyl-1,2,3-triazol-4-ylmethyloxy)-1,2,3a,4,7-pentaaza-cyclopenta[a]naphthalene). Yield: 14.3%. As a reaction SMILES: [H-].[Na+].[CH3:3][C:4]1[O:8][N:7]=[C:6]([C:9]2[N:13]3[NH:14][C:15](=[O:22])[C:16]4[C:21]([C:12]3=[N:11][N:10]=2)=[CH:20][CH:19]=[N:18][CH:17]=4)[CH:5]=1.Cl[CH2:24][C:25]1[N:26]=[N:27][N:28]([CH3:30])[CH:29]=1.O>CN(C=O)C>[CH3:3][C:4]1[O:8][N:7]=[C:6]([C:9]2[N:13]3[N:14]=[C:15]([O:22][CH2:24][C:25]4[N:26]=[N:27][N:28]([CH3:30])[CH:29]=4)[C:16]4[C:21]([C:12]3=[N:11][N:10]=2)=[CH:20][CH:19]=[N:18][CH:17]=4)[CH:5]=1 |f:0.1|. Procedure: Sodium hydride (42 mg of a 60% dispersion on oil, 1.1 mmol) was added to a stirred solution of 3-(5-methylisoxazol-3-yl)-1,2,3a,4,7-pentaazacyclopenta[a]naphthalen-5(4H)-one (200 mg, 0.75 mmol) in DMF (6 ml) at room temperature under nitrogen, and the mixture was heated at 60° C. for 0.5 h. The reaction mixture was allowed to cool to room temperature, treated with 4-chloromethyl-1-methyl-1,2,3-triazole (108 mg, 0.82 mmol) and heated at 60° C. for 1.5 h. On cooling to room, water was added. The m... Starting materials: O=C(OC(Cl)(Cl)Cl)OC(Cl)(Cl)Cl, CC1(O)CCNCC1, Nc1ccc2nc(NC3CCc4ccccc43)ccc2c1. Yields the product CC1(O)CCN(C(=O)Nc2ccc3nc(NC4CCc5ccccc54)ccc3c2)CC1. As a reaction SMILES: [C:1]([O:2][C:3]([Cl:4])([Cl:5])[Cl:6])([O:7][C:8]([Cl:9])([Cl:10])[Cl:11])=[O:12].[CH3:13][C:14]1([OH:20])[CH2:15][CH2:16][NH:17][CH2:18][CH2:19]1.[CH:21]1([NH:30][c:31]2[n:32][c:33]3[cH:34][cH:35][c:36]([NH2:41])[cH:37][c:38]3[cH:39][cH:40]2)[CH2:22][CH2:23][c:24]2[cH:25][cH:26][cH:27][cH:28][c:29]21>>[C:1](=[O:12])([N:17]1[CH2:16][CH2:15][C:14]([CH3:13])([OH:20])[CH2:19][CH2:18]1)[NH:41][c:36]1[cH:35][cH:34][c:33]2[n:32][c:31]([NH:30][CH:21]3[CH2:22][CH2:23][c:24]4[cH:25][cH:26][cH:27][cH:28][c:29]43)[cH:40][cH:39][c:38]2[cH:37]1.